Dataset: the Open Reaction Database (ORD), a public repository of structured organic reaction records. Task: describe an organic reaction: reactants, conditions, products, and yield Procedure: A solution of 6-fluoro-3-nitropyridine-2-carboxamide (1.50 g, 8.10 mmol) in EtOAc (80 mL) is hydrogenated over 5% Pd-C (0.30 g) at 60 psi for 2 h. After removal of the catalyst by filtration, the solvent is removed under reduced pressure, to give a residue of crude 3-amino-6-fluoropyridine-2-carboxamide which is used directly in the next step. Triethyl orthoformate (60 mL) is added and the mixture is then heated under reflux with vigorous stirring for 18 h. The cooled mixture is diluted with an ... RXN SMILES: [F:1][C:2]1[N:7]=[C:6]([C:8]([NH2:10])=[O:9])[C:5]([N+:11]([O-])=O)=[CH:4][CH:3]=1>CCOC(C)=O.[Pd]>[NH2:11][C:5]1[C:6]([C:8]([NH2:10])=[O:9])=[N:7][C:2]([F:1])=[CH:3][CH:4]=1. The reagents and catalysts are [Pd] (Pd-C). Run in CCOC(=O)C (EtOAc). Yields the product NC=1C(=NC(=CC1)F)C(=O)N (3-amino-6-fluoropyridine-2-carboxamide). Starting materials: FC1=CC=C(C(=N1)C(=O)N)[N+](=O)[O-] (6-fluoro-3-nitropyridine-2-carboxamide). The reactants are intermediate 61, C1=CC=CC=C1 (benzene), crude product, O=C(C(=O)OCC)CC(C1=CC=CC=C1)=O (ethyl 2,4-dioxo-4-phenylbutanoate), CC(C)N1N=CC=C1N (1-(1-methylethyl)-1H-pyrazol-5-amine). Solvent: C(C)(=O)O (acetic Acid). Product: CC(C)N1N=CC2=C1N=C(C=C2C(=O)OCC)C2=CC=CC=C2 (Ethyl 1-(1-methylethyl)-6-phenyl-1H-pyrazolo[3,4-b]pyridine-4-carboxylate). Reaction SMILES: O=[C:2]([CH2:8][C:9](=O)[C:10]1[CH:15]=[CH:14][CH:13]=[CH:12][CH:11]=1)[C:3]([O:5][CH2:6][CH3:7])=[O:4].[CH3:17][CH:18]([N:20]1[C:24]([NH2:25])=[CH:23][CH:22]=[N:21]1)[CH3:19].C1C=CC=CC=1>C(O)(=O)C>[CH3:17][CH:18]([N:20]1[C:24]2[N:25]=[C:9]([C:10]3[CH:15]=[CH:14][CH:13]=[CH:12][CH:11]=3)[CH:8]=[C:2]([C:3]([O:5][CH2:6][CH3:7])=[O:4])[C:23]=2[CH:22]=[N:21]1)[CH3:19]. Procedure details: The title compound was prepared in the same manner as described for intermediate 61 using ethyl 2,4-dioxo-4-phenylbutanoate (5 g, 22.7 mmol), 1-(1-methylethyl)-1H-pyrazol-5-amine (2.84 g, 22.7 mmol), benzene (70 mL), and acetic Acid (44 mL) The crude product was purified by silica gel chromatography (eluent: 0 to 100% EtOAc/hexanes) to give 6.72 g (95%) as a pale yellow solid. LCMS E-S (M+H)=310.5. 1H NMR (400 MHz, DMSO-d6) δ 8.39 (s, 1H), 8.17-8.28 (m, 3H), 7.49-7.64 (m, 3H), 5.38 (quin, J=6.69... Starting materials: O=C1CCC(=O)N1Br, ClC(Cl)(Cl)Cl, O=C(OOC(=O)c1ccccc1)c1ccccc1, Cc1ccnc2oc(-c3ccc(C(F)(F)F)cc3)nc12, O. The product is FC(F)(F)c1ccc(-c2nc3c(CBr)ccnc3o2)cc1. As a reaction SMILES: [Br:1][N:2]1[C:3](=[O:4])[CH2:5][CH2:6][C:7]1=[O:8].[C:47]([Cl:48])([Cl:49])([Cl:50])[Cl:51].[C:9]([O:10][O:11][C:12](=[O:13])[c:14]1[cH:15][cH:16][cH:17][cH:18][cH:19]1)(=[O:20])[c:21]1[cH:22][cH:23][cH:24][cH:25][cH:26]1.[CH3:27][c:28]1[c:29]2[c:30]([n:31][cH:32][cH:33]1)[o:34][c:35](-[c:37]1[cH:38][cH:39][c:40]([C:43]([F:44])([F:45])[F:46])[cH:41][cH:42]1)[n:36]2.[OH2:52]>>[Br:1][CH2:27][c:28]1[c:29]2[c:30]([n:31][cH:32][cH:33]1)[o:34][c:35](-[c:37]1[cH:38][cH:39][c:40]([C:43]([F:44])([F:45])[F:46])[cH:41][cH:42]1)[n:36]2. As a reaction SMILES: Br[C:2]1[C:10]2[C:9]([N:11]3[CH2:16][CH2:15][CH2:14][C@H:13]([CH3:17])[CH2:12]3)=[N:8][CH:7]=[N:6][C:5]=2[N:4]([S:18]([C:21]2[CH:26]=[CH:25][C:24]([CH3:27])=[CH:23][CH:22]=2)(=[O:20])=[O:19])[CH:3]=1.[OH:28][CH2:29][C:30]1[CH:31]=[C:32](B(O)O)[CH:33]=[CH:34][CH:35]=1.C(=O)([O-])[O-].[Na+].[Na+]>C(#N)C.O.Cl[Pd](Cl)([P](C1C=CC=CC=1)(C1C=CC=CC=1)C1C=CC=CC=1)[P](C1C=CC=CC=1)(C1C=CC=CC=1)C1C=CC=CC=1>[CH3:27][C:24]1[CH:25]=[CH:26][C:21]([S:18]([N:4]2[C:5]3[N:6]=[CH:7][N:8]=[C:9]([N:11]4[CH2:16][CH2:15][CH2:14][C@H:13]([CH3:17])[CH2:12]4)[C:10]=3[C:2]([C:34]3[CH:35]=[C:30]([CH2:29][OH:28])[CH:31]=[CH:32][CH:33]=3)=[CH:3]2)(=[O:20])=[O:19])=[CH:22][CH:23]=1 |f:2.3.4,^1:51,70|. Reagents/catalysts: Cl[Pd]([P](C1=CC=CC=C1)(C2=CC=CC=C2)C3=CC=CC=C3)([P](C4=CC=CC=C4)(C5=CC=CC=C5)C6=CC=CC=C6)Cl (dichlorobis(triphenylphosphine)palladium(II)). Solvent: C(C)#N (acetonitrile), O (water). Starting materials: BrC1=CN(C=2N=CN=C(C21)N2C[C@H](CCC2)C)S(=O)(=O)C2=CC=C(C=C2)C (5-bromo-7-[(4-methylphenyl)sulfonyl]-4-[(3S)-3-methylpiperidin-1-yl]-7H-pyrrolo[2,3-d]pyrimidine), OCC=1C=C(C=CC1)B(O)O ([3-(hydroxymethyl)phenyl]boronic acid), C([O-])([O-])=O.[Na+].[Na+] (sodium carbonate). Reported procedure: A mixture of 5-bromo-7-[(4-methylphenyl)sulfonyl]-4-[(3S)-3-methylpiperidin-1-yl]-7H-pyrrolo[2,3-d]pyrimidine (C15) (0.225 g, 0.501 mmol), [3-(hydroxymethyl)phenyl]boronic acid (0.104 g, 0.684 mmol), sodium carbonate (0.159 g, 1.50 mmol) and dichlorobis(triphenylphosphine)palladium(II) (36 mg, 51 μmol) in acetonitrile (2 mL) and water (2 mL) was heated to 150° C. under microwave irradiation for 15 minutes. The reaction was concentrated in vacuo to afford the product (0.35 g, >100%), which was us... Conditions: temperature 150 celsius. The product is CC1=CC=C(C=C1)S(=O)(=O)N1C=C(C2=C1N=CN=C2N2C[C@H](CCC2)C)C=2C=C(C=CC2)CO ((3-{7-[(4-methylphenyl)sulfonyl]-4-[(3S)-3-methylpiperidin-1-yl]-7H-pyrrolo[2,3-d]pyrimidin-5-yl}phenyl)methanol). Isolated yield 146.6%. The reactants are ClC1=C(C(=C(C(=C1)F)NC(OCC)=O)OC)[N+](=O)[O-] (ethyl N-(4-chloro-6-fluoro-2-methoxy-3-nitrophenyl)-carbamate), C(C)(=O)O (acetic acid), C(C)O (ethanol), Cl (hydrochloric acid). The reagents and catalysts are [Fe] (iron). The solvent is C(Cl)Cl (methylene chloride). Conditions: time 2 hour. Product: NC=1C(=C(C(=CC1Cl)F)NC(OCC)=O)OC (ethyl N-(3-amino4-chloro-6-fluoro-2-methoxyphenyl)carbamate). Isolated yield 79.3%. Reaction SMILES: [Cl:1][C:2]1[CH:7]=[C:6]([F:8])[C:5]([NH:9][C:10](=[O:14])[O:11][CH2:12][CH3:13])=[C:4]([O:15][CH3:16])[C:3]=1[N+:17]([O-])=O.C(O)(=O)C.C(O)C.Cl>C(Cl)Cl.[Fe]>[NH2:17][C:3]1[C:4]([O:15][CH3:16])=[C:5]([NH:9][C:10](=[O:14])[O:11][CH2:12][CH3:13])[C:6]([F:8])=[CH:7][C:2]=1[Cl:1]. Procedure details: Under a nitrogen atmosphere, a stirred solution of 21.3 grams (0.072 mole) of ethyl N-(4-chloro-6-fluoro-2-methoxy-3-nitrophenyl)-carbamate, 18.3 grams (0.328 mole) of iron powder, 50 mL of acetic acid, and 250 mL of ethanol was heated to 65° C. where it stirred for two hours. At the conclusion of this time, 3 mL (0.036 mole) of 12M hydrochloric acid was added. Upon completion of addition, the reaction mixture was stirred for an additional two hours. After this time, the reaction mixture was con...